Dataset: the Open Reaction Database (ORD), a public repository of structured organic reaction records. Task: describe an organic reaction: reactants, conditions, products, and yield Starting materials: C(C1=CC=CC=C1)OC(=O)NC(CNC1=CC=C(C=C1)C=1C(CC(NN1)=O)C)(C)C (6-[4-(2-benzyloxycarbonylamino-2-methylpropylamino)phenyl]-5-methyl-4,5-dihydro-3(2H)-pyridazinone), C(#N)[BH3-].[Na+] (sodium cyanoborohydride), C(C)(=O)O (acetic acid), NC1=CC=C(C=C1)C=1C(CC(NN1)=O)C (6-(4-aminophenyl)-5-methyl-4,5-dihydro-3(2H)-pyridazinone), C(CC)=O (propanal). Product: C(C)(C)(C)OC(=O)NC(CNC1=CC=C(C=C1)C=1C(CC(NN1)=O)C)C (6-[4-(2-t-butoxycarbonylaminopropylamino)phenyl]-5-methyl-4,5-dihydro-3(2H)-pyridazinone). As a reaction SMILES: C(OC([NH:11][C:12](C)([CH3:29])[CH2:13][NH:14][C:15]1[CH:20]=[CH:19][C:18]([C:21]2[CH:22]([CH3:28])[CH2:23][C:24](=[O:27])[NH:25][N:26]=2)=[CH:17][CH:16]=1)=O)C1C=CC=CC=1.NC1C=[CH:36][C:35]([C:38]2C(C)CC(=O)NN=2)=[CH:34]C=1.C(=O)CC.C([BH3-])#N.[Na+].[C:54]([OH:57])(=[O:56])C>>[C:35]([O:57][C:54]([NH:11][CH:12]([CH3:29])[CH2:13][NH:14][C:15]1[CH:20]=[CH:19][C:18]([C:21]2[CH:22]([CH3:28])[CH2:23][C:24](=[O:27])[NH:25][N:26]=2)=[CH:17][CH:16]=1)=[O:56])([CH3:38])([CH3:36])[CH3:34] |f:3.4|. Procedure details: The same operation as in Example 1, (1-c) was carried out by using 6-(4-aminophenyl)-5-methyl-4,5-dihydro-3(2H)-pyridazinone (2.03 g), 2-butoxycarbonylamino)propanal (2.09 g), acetic acid (0.6 g) and sodium cyanoborohydride (0.33 g), to obtain 6-[4-(2-t-butoxycarbonylaminopropylamino)phenyl]-5-methyl-4,5-dihydro-3(2H)-pyridazinone (2.89 g). The reactants are NC1(CCC1)C1=CC=C(C=C1)C1=C(OC2=CC=C(C=C2C1=O)F)C1=CC=CC=C1 (3-[4-(1-amino-cyclobutyl)-phenyl]-6-fluoro-2-phenyl-chromen-4-one), CO (MeOH), C(C)(C)(C)OC(NC1(CCC1)C1=CC=C(C=C1)C1=C(OC2=C(C=CC=C2C1=O)CN1CC(C1)F)C1=CC=CC=C1)=O ((1-{4-[8-(3-fluoro-azetidin-1-ylmethyl)-4-oxo-2-phenyl-4H-chromen-3-yl]-phenyl}-cyclobutyl)-carbamic acid tert-butyl ester), C(=O)(C(F)(F)F)O (TFA). Run in C(Cl)Cl (DCM). The product is NC1(CCC1)C1=CC=C(C=C1)C1=C(OC2=C(C=CC=C2C1=O)CN1CC(C1)F)C1=CC=CC=C1 (3-[4-(1-Amino-cyclobutyl)-phenyl]-8-(3-fluoro-azetidin-1-ylmethyl)-2-phenyl-chromen-4-one). The yield is 57.0%. Reaction SMILES: NC1(C2C=CC(C3C(=O)C4C(=CC=C(F)C=4)OC=3C3C=CC=CC=3)=CC=2)CCC1.C(OC(=O)[NH:36][C:37]1([C:41]2[CH:46]=[CH:45][C:44]([C:47]3[C:56](=[O:57])[C:55]4[C:50](=[C:51]([CH2:58][N:59]5[CH2:62][CH:61]([F:63])[CH2:60]5)[CH:52]=[CH:53][CH:54]=4)[O:49][C:48]=3[C:64]3[CH:69]=[CH:68][CH:67]=[CH:66][CH:65]=3)=[CH:43][CH:42]=2)[CH2:40][CH2:39][CH2:38]1)(C)(C)C.C(O)(C(F)(F)F)=O.CO>C(Cl)Cl>[NH2:36][C:37]1([C:41]2[CH:46]=[CH:45][C:44]([C:47]3[C:56](=[O:57])[C:55]4[C:50](=[C:51]([CH2:58][N:59]5[CH2:62][CH:61]([F:63])[CH2:60]5)[CH:52]=[CH:53][CH:54]=4)[O:49][C:48]=3[C:64]3[CH:69]=[CH:68][CH:67]=[CH:66][CH:65]=3)=[CH:43][CH:42]=2)[CH2:38][CH2:39][CH2:40]1. Reported procedure: Following the procedure of 3-[4-(1-amino-cyclobutyl)-phenyl]-6-fluoro-2-phenyl-chromen-4-one, (1-{4-[8-(3-fluoro-azetidin-1-ylmethyl)-4-oxo-2-phenyl-4H-chromen-3-yl]-phenyl}-cyclobutyl)-carbamic acid tert-butyl ester was treated with TFA. The resultant free base was subjected to flash chromatography (SiO2, gradient 0 to 15% MeOH in DCM) to afford the title compound as a white solid (13 mg, 57%). 1H NMR (400 MHz, DMSO-d6): δ 7.97 (dd, J=8.0 and 1.7 Hz, 1H), 7.74 (dd, J=7.1 and 1.4 Hz, 1H), 7.47-7... As a reaction SMILES: [N:1]([C:4]1[CH:12]=[C:11]([F:13])[C:10]([F:14])=[CH:9][C:5]=1[C:6]([OH:8])=O)=[N+:2]=[N-:3].[Cl:15][C:16]1[CH:22]=[CH:21][C:19]([NH2:20])=[CH:18][CH:17]=1>S(Cl)(Cl)=O.ClCCl>[N:1]([C:4]1[CH:12]=[C:11]([F:13])[C:10]([F:14])=[CH:9][C:5]=1[C:6]([NH:20][C:19]1[CH:21]=[CH:22][C:16]([Cl:15])=[CH:17][CH:18]=1)=[O:8])=[N+:2]=[N-:3]. Yields the product N(=[N+]=[N-])C1=C(C(=O)NC2=CC=C(C=C2)Cl)C=C(C(=C1)F)F (2-Azido-N-(4-chloro-phenyl)-4,5-difluoro-benzamide). Run at time 1.5 hour. The yield is 46.0%. Reactants: N(=[N+]=[N-])C1=C(C(=O)O)C=C(C(=C1)F)F (2-azido-4,5-difluoro-benzoic acid), ClC1=CC=C(N)C=C1 (4-Chloroaniline). Reported procedure: A solution of 2-azido-4,5-difluoro-benzoic acid (26.2 g, 132 mmol; Grieder A.; Thomas, A. W., Synthesis (2003), (11), 1707-1711) in thionyl chloride (216 ml) was stirred under reflux conditions for 1.5 h. The solvent was removed under reduced pressure to give the corresponding crude acid chloride which was suspended in dichloromethane (200 ml). 4-Chloroaniline (16.8 g, 132 mmol) was added and the mixture was stirred at ambient temperature for 14 h. Under ice cooling saturated NaHCO3 solution was... Solvent: ClCCl (dichloromethane), S(=O)(Cl)Cl (thionyl chloride). Reactants: BrC=1C=CC2=C(N=C(S2)C)C1 (5-bromo-2-methylbenzothiazole), [Li+].CC(C)[N-]C(C)C (LDA), C1CCCCC1 (cyclohexane), C(C=C)Br (allyl bromide). Run in C1CCOC1 (THF). Conditions: time 45 minute. Product: BrC=1C=CC2=C(N=C(S2)CCC=C)C1 (5-bromo-2-but-3-enyl-1,3-benzothiazole). As a reaction SMILES: [Br:1][C:2]1[CH:3]=[CH:4][C:5]2[S:9][C:8]([CH3:10])=[N:7][C:6]=2[CH:11]=1.[Li+].[CH3:13][CH:14]([N-]C(C)C)[CH3:15].C1CCCCC1.C(Br)C=C>C1COCC1>[Br:1][C:2]1[CH:3]=[CH:4][C:5]2[S:9][C:8]([CH2:10][CH2:15][CH:14]=[CH2:13])=[N:7][C:6]=2[CH:11]=1 |f:1.2|. Procedure details: A solution of 5-bromo-2-methylbenzothiazole (1.00 g, 4.38 mmol) in THF (25 mL) at −78° C. was treated with 1.5M LDA in cyclohexane (4.40 mL, 6.60 mmol), stirred for 45 minutes, treated with allyl bromide (1.33 g, 10.99 mmol), stirred for 1 hour, quenched with 1M HCl, warmed to room temperature, added to water (50 mL), and extracted with ethyl acetate (3×200 mL). The combined extracts were washed with brine (25 mL), dried (Na2SO4), filtered, and concentrated. The concentrate was purified by flash... Reactants: CCO, O=C(O)c1cnn(Cc2nc(-c3cccc(C=Cc4ccccc4)c3)cs2)c1. Yields the product O=C(O)c1cnn(Cc2nc(-c3cccc(CCc4ccccc4)c3)cs2)c1. As a reaction SMILES: [CH3:29][CH2:30][OH:31].[c:1]1([CH:7]=[CH:8][c:9]2[cH:10][c:11](-[c:15]3[n:16][c:17]([CH2:20][n:21]4[n:22][cH:23][c:24]([C:26](=[O:27])[OH:28])[cH:25]4)[s:18][cH:19]3)[cH:12][cH:13][cH:14]2)[cH:2][cH:3][cH:4][cH:5][cH:6]1>>[c:1]1([CH2:7][CH2:8][c:9]2[cH:10][c:11](-[c:15]3[n:16][c:17]([CH2:20][n:21]4[n:22][cH:23][c:24]([C:26](=[O:27])[OH:28])[cH:25]4)[s:18][cH:19]3)[cH:12][cH:13][cH:14]2)[cH:2][cH:3][cH:4][cH:5][cH:6]1. Reactants: CCOC(C)=O, [H][H], CC1(C)CNc2cc([N+](=O)[O-])ccc2C1. Yields the product CC1(C)CNc2cc(N)ccc2C1. Reaction SMILES: [CH3:18][CH2:19][O:20][C:21](=[O:22])[CH3:23].[H:16][H:17].[N+:1]([O-:2])(=[O:3])[c:4]1[cH:5][cH:6][c:7]2[c:12]([cH:13]1)[NH:11][CH2:10][C:9]([CH3:14])([CH3:15])[CH2:8]2>>[NH2:1][c:4]1[cH:5][cH:6][c:7]2[c:12]([cH:13]1)[NH:11][CH2:10][C:9]([CH3:14])([CH3:15])[CH2:8]2. Starting materials: [Br-], CCOCC, CC(CNS(=O)(=O)C(C)C)c1ccc(-c2ccc(C=O)cc2)cc1, C[Mg+], C1CCOC1, O. The product is CC(O)c1ccc(-c2ccc(C(C)CNS(=O)(=O)C(C)C)cc2)cc1. Reaction SMILES: [Br-:25].[CH2:33]([O:34][CH2:35][CH3:36])[CH3:37].[CH3:1][CH:2]([CH3:3])[S:4](=[O:5])(=[O:6])[NH:7][CH2:8][CH:9]([CH3:10])[c:11]1[cH:12][cH:13][c:14](-[c:17]2[cH:18][cH:19][c:20]([CH:23]=[O:24])[cH:21][cH:22]2)[cH:15][cH:16]1.[CH3:26][Mg+:27].[O:28]1[CH2:29][CH2:30][CH2:31][CH2:32]1.[OH2:38]>>[CH3:1][CH:2]([CH3:3])[S:4](=[O:5])(=[O:6])[NH:7][CH2:8][CH:9]([CH3:10])[c:11]1[cH:12][cH:13][c:14](-[c:17]2[cH:18][cH:19][c:20]([CH:23]([OH:24])[CH3:26])[cH:21][cH:22]2)[cH:15][cH:16]1. As a reaction SMILES: [Cl:21][N:22]1[C:23](=[O:24])[CH2:25][CH2:26][C:27]1=[O:28].[NH2:1][c:2]1[n:3][cH:4][n:5][n:6]2[c:7]1[cH:8][cH:9][c:10]2[CH:11]1[C:12]([OH:13])([CH3:20])[CH:14]([OH:15])[CH:16]([CH2:18][OH:19])[O:17]1.[O:29]=[CH:30][N:31]([CH3:32])[CH3:33]>>[NH2:1][c:2]1[n:3][cH:4][n:5][n:6]2[c:7]1[c:8]([Cl:21])[cH:9][c:10]2[CH:11]1[C:12]([OH:13])([CH3:20])[CH:14]([OH:15])[CH:16]([CH2:18][OH:19])[O:17]1. The reactants are O=C1CCC(=O)N1Cl, CC1(O)C(c2ccc3c(N)ncnn23)OC(CO)C1O, CN(C)C=O. Yields the product CC1(O)C(c2cc(Cl)c3c(N)ncnn23)OC(CO)C1O. RXN SMILES: [CH2:1]([O:3][C:4](=[O:8])[CH:5](Br)[CH3:6])[CH3:2].[Br:9][C:10]1[CH:15]=[CH:14][C:13]([NH2:16])=[CH:12][C:11]=1[CH3:17].CN(C)C1C=CC=CC=1>>[CH2:1]([O:3][C:4](=[O:8])[CH:5]([NH:16][C:13]1[CH:14]=[CH:15][C:10]([Br:9])=[C:11]([CH3:17])[CH:12]=1)[CH3:6])[CH3:2]. Procedure: 2-Bromo-propionic acid ethyl ester (973 mg, 5.22 mmol) was added to 4-bromo-3-methyl-phenylamine (1.00 g, 5.37 mmol) and dimethylphenylamine (682 μL, 5.37 mmol) at room temperature, and the mixture was stirred at 60° C. for 15 hours. The reaction solution was then cooled and concentrated under reduced pressure. The resulting residue was purified by silica gel column chromatography (hexane-ethyl acetate) to give 2-(4-bromo-3-methyl-phenylamino)-propionic acid ethyl ester as a yellow form (1.38 g,... Starting materials: C(C)OC(C(C)Br)=O (2-Bromo-propionic acid ethyl ester), BrC1=C(C=C(C=C1)N)C (4-bromo-3-methyl-phenylamine), CN(C1=CC=CC=C1)C (dimethylphenylamine). Reaction conditions: temperature 60 celsius, time 15 hour. Yields the product C(C)OC(C(C)NC1=CC(=C(C=C1)Br)C)=O (2-(4-bromo-3-methyl-phenylamino)-propionic acid ethyl ester).